describe an organic reaction: reactants, conditions, products, and yield From a dataset of the Open Reaction Database (ORD), a public repository of structured organic reaction records. Starting materials: CC1(C)CC(=O)CC(C)(C)C1, CC1(C)CCC=C1OS(=O)(=O)C(F)(F)F. Product: CC1(C)C=C(OS(=O)(=O)C(F)(F)F)CC(C)(C)C1. As a reaction SMILES: [CH3:1][C:2]1([CH3:11])[CH2:3][C:4](=[O:10])[CH2:5][C:6]([CH3:8])([CH3:9])[CH2:7]1.[F:12][C:13]([S:14](=[O:15])(=[O:16])[O:17][C:18]1=[CH:24][CH2:23][CH2:22][C:19]1([CH3:20])[CH3:21])([F:25])[F:26]>>[CH3:1][C:2]1([CH3:11])[CH:3]=[C:4]([O:10][S:14]([C:13]([F:12])([F:25])[F:26])(=[O:15])=[O:16])[CH2:5][C:6]([CH3:8])([CH3:9])[CH2:7]1.